This data is from the Open Reaction Database (ORD), a public repository of structured organic reaction records. The task is: describe an organic reaction: reactants, conditions, products, and yield Product: C(C)(C)NC1CCC2=C(C=CC=C12)OC (1-isopropylamino-2,3-dihydro-4-methoxy-1H-indene). Reagents/catalysts: [Ti](Cl)(Cl)(Cl)Cl (titanium(IV) chloride). The solvent is ClCCl (dichloromethane), ClCCl (dichloromethane). Reported procedure: To a solution of 4-methoxy-1-indanone (0.71 g) and iso-propylamine (8 ml) in dichloromethane (10 ml) was added 1M solution of titanium(IV) chloride in dichloromethane (11 ml) at -60° C. for 15 minutes. The reaction mixture was stirred for 3 hours at the same temperature. Methanol (15 ml) was added to the reaction mixture. After being stirred for 2 hours at room temperature, the solution was evaporated in vacuo. The residue was partitioned between ethyl acetate and 1N aqueous NaOH solution. The i... Reaction conditions: time 3 hour. As a reaction SMILES: [CH3:1][O:2][C:3]1[CH:11]=[CH:10][CH:9]=[C:8]2[C:4]=1[CH2:5][CH2:6][C:7]2=O.[CH:13]([NH2:16])([CH3:15])[CH3:14].CO>ClCCl.[Ti](Cl)(Cl)(Cl)Cl>[CH:13]([NH:16][CH:7]1[C:8]2[C:4](=[C:3]([O:2][CH3:1])[CH:11]=[CH:10][CH:9]=2)[CH2:5][CH2:6]1)([CH3:15])[CH3:14]. The reactants are CO (Methanol), COC1=C2CCC(C2=CC=C1)=O (4-methoxy-1-indanone), C(C)(C)N (iso-propylamine), solution.